Dataset: the Open Reaction Database (ORD), a public repository of structured organic reaction records. Task: describe an organic reaction: reactants, conditions, products, and yield Reactants: [BH4-].[Li+] (lithium borohydride), solution, C(C)(=O)NC(C(=O)OCC)C(O)C=1SC(=CC1)C=CC=1C2=C(SC1)C=CC=C2 (ethyl 2-acetamido-3-[5-[2-(benzo[b]-thiophen-3-yl)ethenyl]thiophen-2-yl]-3-hydroxypropionate). The solvent is O1CCCC1 (tetrahydrofuran), O1CCCC1 (tetrahydrofuran). Reaction conditions: time 8 hour. Product: S1C2=C(C(=C1)C=CC1=CC=C(S1)C(C(CO)NC(C)=O)O)C=CC=C2 (N-[[5-[2-(Benzo[b]thiophen-3-yl)ethenyl]thiophen-2-yl]-1,3-dihydroxy-2-propanyl]acetamide). Isolated yield 62.0%. As a reaction SMILES: [C:1]([NH:4][CH:5]([CH:11]([C:13]1[S:14][C:15]([CH:18]=[CH:19][C:20]2[C:21]3[CH:28]=[CH:27][CH:26]=[CH:25][C:22]=3[S:23][CH:24]=2)=[CH:16][CH:17]=1)[OH:12])[C:6](OCC)=[O:7])(=[O:3])[CH3:2].[BH4-].[Li+]>O1CCCC1>[S:23]1[CH:24]=[C:20]([CH:19]=[CH:18][C:15]2[S:14][C:13]([CH:11]([OH:12])[CH:5]([NH:4][C:1](=[O:3])[CH3:2])[CH2:6][OH:7])=[CH:17][CH:16]=2)[C:21]2[CH:28]=[CH:27][CH:26]=[CH:25][C:22]1=2 |f:1.2|. Procedure: A stirred, chilled (-5° C.) suspension of ethyl 2-acetamido-3-[5-[2-(benzo[b]-thiophen-3-yl)ethenyl]thiophen-2-yl]-3-hydroxypropionate (4.0 g) and tetrahydrofuran (40 ml) was treated with lithium borohydride (5.8 ml of a 2.0M solution in tetrahydrofuran) over 3 mins. After stirring overnight at ambient temperature, the mixture was sequentially quenched with methanol (5 ml), water (20 ml), and 10% hydrochloric acid (5 ml). The organic solvent was removed in vacuo, and the aqueous phase was basifi... The yield is 41.4%. Run at temperature 25 celsius, time 24 hour. Reported procedure: A suspension of the {9-[(3-trifluoromethoxyphenyl)methyl]-5-carbamoylcarbazol-4-yl}oxyacetic acid, methyl ester (22.4 mg, 0.047 mM) and 0.065 mL (0.065 mM) of 1 N NaOH in 5 mL of ethanol was stirred for 24 hours at 25° C. The solvent was removed in vacuo and the residue suspended in EtOH. The resultant white precipitate was collected by filtration, washed with a small amount of EtOH, then dried in vacuo to afford 9 mg (41%) of the {9-[(3-trifluoromethoxyphenyl)methyl]-5-carbamoylcarbazol-4-yl}ox... Starting materials: FC(OC=1C=C(C=CC1)CN1C2=CC=CC(=C2C=2C(=CC=CC12)OCC(=O)OC)C(N)=O)(F)F ({9-[(3-trifluoromethoxyphenyl)methyl]-5-carbamoylcarbazol-4-yl}oxyacetic acid, methyl ester), [OH-].[Na+] (NaOH). Product: FC(OC=1C=C(C=CC1)CN1C2=CC=CC(=C2C=2C(=CC=CC12)OCC(=O)O)C(N)=O)(F)F ({9-[(3-trifluoromethoxyphenyl)methyl]-5-carbamoylcarbazol-4-yl}oxyacetic acid). Reaction SMILES: [F:1][C:2]([F:34])([F:33])[O:3][C:4]1[CH:5]=[C:6]([CH2:10][N:11]2[C:23]3[CH:22]=[CH:21][CH:20]=[C:19]([O:24][CH2:25][C:26]([O:28]C)=[O:27])[C:18]=3[C:17]3[C:12]2=[CH:13][CH:14]=[CH:15][C:16]=3[C:30](=[O:32])[NH2:31])[CH:7]=[CH:8][CH:9]=1.[OH-].[Na+]>C(O)C>[F:33][C:2]([F:1])([F:34])[O:3][C:4]1[CH:5]=[C:6]([CH2:10][N:11]2[C:23]3[CH:22]=[CH:21][CH:20]=[C:19]([O:24][CH2:25][C:26]([OH:28])=[O:27])[C:18]=3[C:17]3[C:12]2=[CH:13][CH:14]=[CH:15][C:16]=3[C:30](=[O:32])[NH2:31])[CH:7]=[CH:8][CH:9]=1 |f:1.2|. Solvent: C(C)O (ethanol).